Dataset: the Open Reaction Database (ORD), a public repository of structured organic reaction records. Task: describe an organic reaction: reactants, conditions, products, and yield The reactants are COc1ccc(N)cc1, ClCCl, Clc1ccncc1, Cl. Yields the product COc1ccc(Nc2ccncc2)cc1. As a reaction SMILES: [CH3:9][O:10][c:11]1[cH:12][cH:13][c:14]([NH2:15])[cH:16][cH:17]1.[Cl:18][CH2:19][Cl:20].[Cl:2][c:3]1[cH:4][cH:5][n:6][cH:7][cH:8]1.[ClH:1]>>[c:3]1([NH:15][c:14]2[cH:13][cH:12][c:11]([O:10][CH3:9])[cH:17][cH:16]2)[cH:4][cH:5][n:6][cH:7][cH:8]1. The reactants are O1CCCC1 (THF), C(CC)O (PrOH). Run in C(CCC)O (BuOH). Run at time 16 hour. Yields the product C(CCCO)O (BDO), C1(CCCO1)=O (GBL), alkanes, CCCC (butane), C (methane). Reaction SMILES: [O:1]1[CH2:5][CH2:4][CH2:3][CH2:2]1.[CH2:6]([OH:9])[CH2:7][CH3:8]>C(O)CCC>[CH2:5]([OH:1])[CH2:4][CH2:3][CH2:2][OH:9].[C:2]1(=[O:1])[O:9][CH2:6][CH2:7][CH2:8]1.[CH3:2][CH2:3][CH2:4][CH3:5].[CH4:2]. Procedure: The run was made without interruption for ten weeks, and time intervals during steady state operation were selected for analysis, generally of 8 to 24 hour duration. The product composition data generated during steady state operation was averaged to give the average production rates (g/hr) of THF (tetrahydrofuran), BDO (1,4-butanediol), GBL (gamma butyrolactone), PrOH (n-propyl alcohol), BuOH (n-butyl alcohol), and alkanes (primarily butane and methane). The product composition was measured by ... Reaction SMILES: [C:44]([CH2:45][C:46]([OH:47])([C:48](=[O:49])[O-:50])[CH2:51][C:52](=[O:53])[O-:54])(=[O:55])[O-:56].[Cl:1][c:2]1[cH:3][c:4]([CH:9]([CH2:10][N:11]([C:12](=[O:13])[c:14]2[cH:15][c:16]([N+:24](=[O:25])[O-:26])[cH:17][c:18]3[cH:19][cH:20][cH:21][cH:22][c:23]23)[CH3:27])[CH2:28][CH:29]=[O:30])[cH:5][cH:6][c:7]1[Cl:8].[O:31]=[C:32]1[N:33]([CH:38]2[CH2:39][CH2:40][NH:41][CH2:42][CH2:43]2)[CH2:34][CH2:35][CH2:36][NH:37]1>>[C:44]([CH2:45][C:46]([OH:47])([C:48](=[O:49])[OH:50])[CH2:51][C:52](=[O:53])[OH:54])(=[O:55])[OH:56].[Cl:1][c:2]1[cH:3][c:4]([CH:9]([CH2:10][N:11]([C:12](=[O:13])[c:14]2[cH:15][c:16]([N+:24](=[O:25])[O-:26])[cH:17][c:18]3[cH:19][cH:20][cH:21][cH:22][c:23]23)[CH3:27])[CH2:28][CH2:29][N:41]2[CH2:40][CH2:39][CH:38]([N:33]3[C:32](=[O:31])[NH:37][CH2:36][CH2:35][CH2:34]3)[CH2:43][CH2:42]2)[cH:5][cH:6][c:7]1[Cl:8]. The reactants are O=C([O-])CC(O)(CC(=O)[O-])C(=O)[O-], CN(CC(CC=O)c1ccc(Cl)c(Cl)c1)C(=O)c1cc([N+](=O)[O-])cc2ccccc12, O=C1NCCCN1C1CCNCC1. Product: O=C(O)CC(O)(CC(=O)O)C(=O)O, CN(CC(CCN1CCC(N2CCCNC2=O)CC1)c1ccc(Cl)c(Cl)c1)C(=O)c1cc([N+](=O)[O-])cc2ccccc12. Starting materials: ClCCl, COc1cc(Cl)ccc1N, c1ccncc1, O=S(=O)(Cl)c1cccs1. Product: COc1cc(Cl)ccc1NS(=O)(=O)c1cccs1. RXN SMILES: [CH2:26]([Cl:27])[Cl:28].[NH2:1][c:2]1[c:3]([O:9][CH3:10])[cH:4][c:5]([Cl:8])[cH:6][cH:7]1.[cH:20]1[cH:21][cH:22][n:23][cH:24][cH:25]1.[s:11]1[c:12]([S:16](=[O:17])(=[O:18])[Cl:19])[cH:13][cH:14][cH:15]1>>[NH:1]([c:2]1[c:3]([O:9][CH3:10])[cH:4][c:5]([Cl:8])[cH:6][cH:7]1)[S:16]([c:12]1[s:11][cH:15][cH:14][cH:13]1)(=[O:17])=[O:18].